This data is from the Open Reaction Database (ORD), a public repository of structured organic reaction records. The task is: describe an organic reaction: reactants, conditions, products, and yield Reactants: ClC1=CC=C(C(C(=O)O)=C1)O (5-chlorosalicylic acid), S(O)(O)(=O)=O (sulfuric acid), C(C)O (ethanol). The product is C(C)OC(C=1C(O)=CC=C(C1)Cl)=O (5-chlorosalicylic acid ethyl ester). As a reaction SMILES: [Cl:1][C:2]1[CH:10]=[C:6]([C:7]([OH:9])=[O:8])[C:5]([OH:11])=[CH:4][CH:3]=1.S(=O)(=O)(O)O.[CH2:17](O)[CH3:18]>>[CH2:17]([O:8][C:7](=[O:9])[C:6]1[C:5](=[CH:4][CH:3]=[C:2]([Cl:1])[CH:10]=1)[OH:11])[CH3:18]. Procedure: A solution of 5-chlorosalicylic acid (5.0 g) in ethanol (50 mL) was added with concentrated sulfuric acid (2.0 mL), and heated under reflux for 24 hours. After the ethanol was evaporated under reduced pressure, the resultant oil was dissolved in ethyl acetate, and the solution was washed with saturated aqueous solution of sodium hydrogencarbonate. The ethyl acetate layer was washed successively with water and saturated brine, and dried over anhydrous magnesium sulfate. Then, the solvent was evap...